Task: describe an organic reaction: reactants, conditions, products, and yield. Dataset: the Open Reaction Database (ORD), a public repository of structured organic reaction records Reactants: C(N)(=O)NCC(=O)O (N-carbamyl glycine), C=O (formol), N1CCOCC1 (morpholine). The product is O1CCN(CC1)CNC(=O)NCC(=O)O (N-(morpholinomethylcarbamyl)glycine). As a reaction SMILES: [C:1]([NH:4][CH2:5][C:6]([OH:8])=[O:7])(=[O:3])[NH2:2].[CH2:9]=O.[NH:11]1[CH2:16][CH2:15][O:14][CH2:13][CH2:12]1>>[O:14]1[CH2:15][CH2:16][N:11]([CH2:9][NH:2][C:1]([NH:4][CH2:5][C:6]([OH:8])=[O:7])=[O:3])[CH2:12][CH2:13]1. Procedure: 1 mol of N-carbamyl glycine and 1 mol of formol are mixed while stirring. This mixture is cooled with ice-bath and 1 mol of morpholine is added slowly while keeping the temperature at about 15°C during 30 feet and at about 50°C during the same time. After cooling the resulting mixture is evaporated until dry. The residue is a white colored paste. The yield of the reaction is 98 %. Starting materials: CNCC(C)(NC(=O)OC(C)(C)C)c1cccc(Br)c1, ClCCl, O=C(O)C(F)(F)F. Product: CNCC(C)(N)c1cccc(Br)c1. As a reaction SMILES: [Br:1][c:2]1[cH:3][c:4]([C:8]([CH2:9][NH:10][CH3:11])([CH3:12])[NH:13][C:14](=[O:15])[O:16][C:17]([CH3:18])([CH3:19])[CH3:20])[cH:5][cH:6][cH:7]1.[Cl:28][CH2:29][Cl:30].[F:21][C:22]([F:23])([F:24])[C:25]([OH:26])=[O:27]>>[Br:1][c:2]1[cH:3][c:4]([C:8]([CH2:9][NH:10][CH3:11])([CH3:12])[NH2:13])[cH:5][cH:6][cH:7]1. Reactants: CCOC(=O)C (EtOAc), CCOC(=O)C (EtOAc), FC(OC1=CC=C(C2=C1OC1(CCSCC1)O2)C(=O)OC2=CC=C(C=C2)[N+](=O)[O-])F (4-Nitrophenyl 7-difluoromethoxy-2′,3′,5′,6′-tetrahydro-spiro[1,3-benzodioxole-2,4′-(4H)-thiopyran]-4-carboxylate), ClC=1C=NC=C(C1N)Cl (3,5-Dichloro-4-aminopyridine), [H-].[Na+] (Sodium hydride). Run in CCCCC (pentane), C1CCOC1 (THF). Run at time 8 hour. Product: ClC=1C=NC=C(C1NC(=O)C1=CC=C(C=2OC3(CCSCC3)OC21)OC(F)F)Cl (N-(3,5-Dichloro-4-pyridyl)-7-Difluoromethoxy-2′,3′,5′,6′-tetrahydro-spiro[1,3-benzodioxole-2,4′-(4H)-thiopyran]-4-carbamide). Reaction SMILES: [F:1][CH:2]([F:30])[O:3][C:4]1[C:9]2[O:10][C:11]3([O:17][C:8]=2[C:7]([C:18](OC2C=CC([N+]([O-])=O)=CC=2)=[O:19])=[CH:6][CH:5]=1)[CH2:16][CH2:15][S:14][CH2:13][CH2:12]3.[Cl:31][C:32]1[CH:33]=[N:34][CH:35]=[C:36]([Cl:39])[C:37]=1[NH2:38].[H-].[Na+].CCOC(C)=O>C1COCC1.CCCCC>[Cl:31][C:32]1[CH:33]=[N:34][CH:35]=[C:36]([Cl:39])[C:37]=1[NH:38][C:18]([C:7]1[C:8]2[O:17][C:11]3([CH2:16][CH2:15][S:14][CH2:13][CH2:12]3)[O:10][C:9]=2[C:4]([O:3][CH:2]([F:30])[F:1])=[CH:5][CH:6]=1)=[O:19] |f:2.3|. Procedure: 4-Nitrophenyl 7-difluoromethoxy-2′,3′,5′,6′-tetrahydro-spiro[1,3-benzodioxole-2,4′-(4H)-thiopyran]-4-carboxylate (250 mg) and 3,5-Dichloro-4-aminopyridine (129 mg) was dissolved under argon in dry THF, 5 mL. Sodium hydride (50% suspension in oil), 40 mg, was added, and the mixture left stirring overnight. Aqueous work up with EtOAc and chromatography in a gradient from 0 to 60% EtOAc in pentane afforded the title compound. 1H NMR (300 MHz, CDCl3) δ 8.64 (s, 1H), 8.57 (s, 2H), 7.63 (d, J=9.0 Hz, ... Reactants: C(C)N(C(C)C)C(C)C (N-ethyldiisopropylamine), FC1=CC2=C(C(=NO2)CCCCCl)C=C1 (4-(6-fluoro-1,2-benzisoxazol-3-yl)butyl chloride), FC1=CC=C(C=C1)C(CN1CCNCC1)N1CCN(CC1)C (1-[2-(4-Fluorophenyl)-2-(4-methylpiperazino)ethyl]piperazine). Solvent: C(C)(=O)OCC (ethyl acetate), CN(C=O)C (dimethylformamide). Conditions: temperature 120 celsius, time 3 hour. Yields the product FC1=CC=C(C=C1)C(CN1CCN(CC1)CCCCC1=NOC2=C1C=CC(=C2)F)N2CCN(CC2)C (1-[2-(4-fluorophenyl)-2-(4-methylpiperazino)ethyl]-4-[4-(6-fluoro-1,2-benzisoxazol-3-yl)butyl]piperazine). Isolated yield 36.6%. RXN SMILES: [F:1][C:2]1[CH:7]=[CH:6][C:5]([CH:8]([N:16]2[CH2:21][CH2:20][N:19]([CH3:22])[CH2:18][CH2:17]2)[CH2:9][N:10]2[CH2:15][CH2:14][NH:13][CH2:12][CH2:11]2)=[CH:4][CH:3]=1.C(N(C(C)C)C(C)C)C.[F:32][C:33]1[CH:46]=[CH:45][C:36]2[C:37]([CH2:40][CH2:41][CH2:42][CH2:43]Cl)=[N:38][O:39][C:35]=2[CH:34]=1>CN(C)C=O.C(OCC)(=O)C>[F:1][C:2]1[CH:7]=[CH:6][C:5]([CH:8]([N:16]2[CH2:21][CH2:20][N:19]([CH3:22])[CH2:18][CH2:17]2)[CH2:9][N:10]2[CH2:15][CH2:14][N:13]([CH2:43][CH2:42][CH2:41][CH2:40][C:37]3[C:36]4[CH:45]=[CH:46][C:33]([F:32])=[CH:34][C:35]=4[O:39][N:38]=3)[CH2:12][CH2:11]2)=[CH:4][CH:3]=1. Procedure details: 0.37 g of 1-[2-(4-Fluorophenyl)-2-(4-methylpiperazino)ethyl]piperazine obtained in Example 2 (4) was dissolved in 4.0 ml of dimethylformamide, and 0.19 g of N-ethyldiisopropylamine and 0.31 g of 4-(6-fluoro-1,2-benzisoxazol-3-yl)butyl chloride were added, followed by stirring at 120° C. for 3 hours. The reaction solution was cooled to room temperature, diluted with ethyl acetate and washed with water and a saturated aqueous sodium chloride solution. The organic layer was dried over anhydrous sod... Reactants: O (water), [Li+].[OH-] (LiOH), [Li+].[OH-] (LiOH), O (water), O (water), C(C)(=O)OCC (ethyl acetate), COC=1C=CC(=NC1C)C(=O)OC (methyl 5-methoxy-6-methyl-pyridine-2-carboxylate). Solvent: O1CCCC1 (tetrahydrofuran). Conditions: time 8 hour. Yields the product COC=1C=CC(=NC1C)C(=O)O (5-methoxy-6-methylpicolinic acid). Isolated yield 76.9%. RXN SMILES: [CH3:1][O:2][C:3]1[CH:4]=[CH:5][C:6]([C:10]([O:12]C)=[O:11])=[N:7][C:8]=1[CH3:9].O.[Li+].[OH-].C(OCC)(=O)C>O1CCCC1>[CH3:1][O:2][C:3]1[CH:4]=[CH:5][C:6]([C:10]([OH:12])=[O:11])=[N:7][C:8]=1[CH3:9] |f:2.3|. Procedure: To methyl 5-methoxy-6-methyl-pyridine-2-carboxylate (1.00 g, 5.52 mmol) was dissolved in tetrahydrofuran (5.4 mL) was added water (2.7 mL) and LiOH (132.2 mg, 5.52 mmol). The mixture was stirred at room temperature overnight, then at 60° C. for 1.5 hours. Additional LiOH in water (2.76 mL of 2 M, 5.519 mmol) was added and the reaction was heated at 60° C. for 0.5 hours. The mixture was poured into water (5 mL) and ethyl acetate (15 mL) and the layers were separated. The aqueous layer was acidifi... Reactants: foam, C(C)(=O)NC=1C=C(COC2C(C(C(C(O2)COC(C(C2=CC=CC=C2)C2=CC=CC=C2)=O)OC2C(C(C3OC(OCC3O2)C2=CC=CC=C2)O)O)O)O)C=CC1Cl (diphenyl-acetic acid 6-(3-acetylamino-4-chloro-benzyloxy)-3-(7,8-dihydroxy-2-phenyl-hexahydro-pyrano[3,2-d][1,3]dioxin-6-yloxy)-4,5-dihydroxy-tetrahydro-pyran-2-ylmethyl ester), [K+].[Br-] (KBr). The solvent is O (H2O). Product: C(C)(=O)OC1C(C(OC(C1OC(C)=O)OCC1=CC(=C(C=C1)Cl)NC(C)=O)COC(C(C1=CC=CC=C1)C1=CC=CC=C1)=O)OC1C(C(C2OC(OCC2O1)C1=CC=CC=C1)OC(C)=O)OC(C)=O (Diphenyl-acetic acid 4,5-diacetoxy-6-(3-acetylamino-4-chloro-benzyloxy)-3-(7,8-diacetoxy-2-phenyl-hexahydro-pyrano[3,2-d][1,3]dioxin-6-yloxy)-tetrahydro-pyran-2-ylmethyl ester). Reaction SMILES: [C:1]([NH:4][C:5]1[CH:6]=[C:7]([CH:54]=[CH:55][C:56]=1[Cl:57])[CH2:8][O:9][CH:10]1[O:15][CH:14]([CH2:16][O:17][C:18](=[O:32])[CH:19]([C:26]2[CH:31]=[CH:30][CH:29]=[CH:28][CH:27]=2)[C:20]2[CH:25]=[CH:24][CH:23]=[CH:22][CH:21]=2)[CH:13]([O:33][CH:34]2[O:43][CH:42]3[CH:37]([O:38][CH:39]([C:44]4[CH:49]=[CH:48][CH:47]=[CH:46][CH:45]=4)[O:40][CH2:41]3)[CH:36]([OH:50])[CH:35]2[OH:51])[CH:12]([OH:52])[CH:11]1[OH:53])(=[O:3])[CH3:2].[K+].[Br-]>O>[C:14]([O:52][CH:12]1[CH:11]([O:53][C:18](=[O:17])[CH3:19])[CH:10]([O:9][CH2:8][C:7]2[CH:54]=[CH:55][C:56]([Cl:57])=[C:5]([NH:4][C:1](=[O:3])[CH3:2])[CH:6]=2)[O:15][CH:14]([CH2:16][O:17][C:18](=[O:32])[CH:19]([C:20]2[CH:25]=[CH:24][CH:23]=[CH:22][CH:21]=2)[C:26]2[CH:27]=[CH:28][CH:29]=[CH:30][CH:31]=2)[CH:13]1[O:33][CH:34]1[O:43][CH:42]2[CH:37]([O:38][CH:39]([C:44]3[CH:45]=[CH:46][CH:47]=[CH:48][CH:49]=3)[O:40][CH2:41]2)[CH:36]([O:50][C:8](=[O:9])[CH3:7])[CH:35]1[O:51][C:1](=[O:3])[CH3:2])(=[O:15])[CH3:13] |f:1.2|. Reported procedure: The title compound was prepared as a white foam (0.289 g, 76%) from diphenyl-acetic acid 6-(3-acetylamino-4-chloro-benzyloxy)-3-(7,8-dihydroxy-2-phenyl-hexahydro-pyrano[3,2-d][1,3]dioxin-6-yloxy)-4,5-dihydroxy-tetrahydro-pyran-2-ylmethyl ester using a procedure similar to Example 25, mp >99° C. (decomp.); 1H NMR (DMSO-d6) δ1.92 (s, 3H), 1.94 (s, 3H), 1.96 (s, 3H), 1.99 (s, 3H), 2.08 (s, 3H), 3.66 (t, J=9.9 Hz, 1H), 3.72-3.78 (m, 1H), 3.78 (t, J=9.0 Hz, 1H), 3.87 (t, J=9.7 Hz, 1H), 3.98-4.05 (m, ... The product is N1(CCCC1)CC1=CC(=NC=C1)OCCCNC1=C(C(C1=O)=O)N (1-[3-[4-(Pyrrolidinomethyl)pyrid-2-yloxy]prop-1-ylamino]-2-aminocyclobut-1-ene-3,4-dione). Procedure: By the methods of Example 1, 1-amino-2-methoxycyclobut-1-ene-3,4-dione and 3-[4-(pyrrolidinomethyl)pyrid-2-yloxy]prop-1-ylamine are reacted to form the title product. The reactants are NC1=C(C(C1=O)=O)OC (1-amino-2-methoxycyclobut-1-ene-3,4-dione), N1(CCCC1)CC1=CC(=NC=C1)OCCCN (3-[4-(pyrrolidinomethyl)pyrid-2-yloxy]prop-1-ylamine). Reaction SMILES: [NH2:1][C:2]1[C:5](=O)[C:4](=[O:7])[C:3]=1[O:8]C.[N:10]1([CH2:15][C:16]2[CH:21]=[CH:20][N:19]=[C:18]([O:22][CH2:23][CH2:24][CH2:25][NH2:26])[CH:17]=2)[CH2:14][CH2:13][CH2:12][CH2:11]1>>[N:10]1([CH2:15][C:16]2[CH:21]=[CH:20][N:19]=[C:18]([O:22][CH2:23][CH2:24][CH2:25][NH:26][C:5]3[C:4](=[O:7])[C:3](=[O:8])[C:2]=3[NH2:1])[CH:17]=2)[CH2:14][CH2:13][CH2:12][CH2:11]1. The reactants are O=C([O-])O, COc1cccc(C(C)(C)CC(=O)O)c1, CO, [Na+], O=S(=O)(O)O. Product: COC(=O)CC(C)(C)c1cccc(OC)c1. RXN SMILES: [C:21](=[O:22])([OH:23])[O-:24].[CH3:1][O:2][c:3]1[cH:4][c:5]([C:9]([CH2:10][C:11](=[O:12])[OH:13])([CH3:14])[CH3:15])[cH:6][cH:7][cH:8]1.[CH3:26][OH:27].[Na+:25].[S:16](=[O:17])(=[O:18])([OH:19])[OH:20]>>[CH3:1][O:2][c:3]1[cH:4][c:5]([C:9]([CH2:10][C:11](=[O:12])[O:13][CH3:21])([CH3:14])[CH3:15])[cH:6][cH:7][cH:8]1. Starting materials: C(C)OC(=O)C=1C(=C(NC1CCCNCCN(CC)CC)C(=O)OC(C)(C)C)C (5-[3-(2-Diethylamino-ethylamino)-propyl]-3-methyl-1H-pyrrole-2,4-dicarboxylic acid 2-tert-butyl ester 4-ethyl ester), C[Al](C)C (trimethyl aluminum). Run in C1(=CC=CC=C1)C (toluene), C1(=CC=CC=C1)C (toluene). Run at time 10 minute. Product: C(C)(C)(C)OC(=O)C1=C(C=2C(N(CCCC2N1)CCN(CC)CC)=O)C (5-(2-diethylamino-ethyl)-3-methyl-4-oxo-1,4,5,6,7,8-hexahydro-pyrrolo[3,2-c]azepine-2-carboxylic acid tert-butyl ester). Yield: 75.7%. As a reaction SMILES: C([O:3][C:4]([C:6]1[C:7]([CH3:29])=[C:8]([C:22]([O:24][C:25]([CH3:28])([CH3:27])[CH3:26])=[O:23])[NH:9][C:10]=1[CH2:11][CH2:12][CH2:13][NH:14][CH2:15][CH2:16][N:17]([CH2:20][CH3:21])[CH2:18][CH3:19])=O)C.C[Al](C)C>C1(C)C=CC=CC=1>[C:25]([O:24][C:22]([C:8]1[NH:9][C:10]2[CH2:11][CH2:12][CH2:13][N:14]([CH2:15][CH2:16][N:17]([CH2:20][CH3:21])[CH2:18][CH3:19])[C:4](=[O:3])[C:6]=2[C:7]=1[CH3:29])=[O:23])([CH3:28])([CH3:27])[CH3:26]. Procedure: 5-[3-(2-Diethylamino-ethylamino)-propyl]-3-methyl-1H-pyrrole-2,4-dicarboxylic acid 2-tert-butyl ester 4-ethyl ester 1 h (3.547 g, 8.67 mmol) was dissolved in 70 ml of toluene and stirred for 10 minutes at room temperature under an argon atmosphere. The mixture was added with a solution of trimethyl aluminum in toluene (5.6 ml, 2 mol/L, 11.27 mmol), and stirred for another 30 minutes at room temperature until no white smoke was released. The reaction mixture was heated to reflux for 4 hours in an... Reactants: ClC1=CC=C(C=C1)N1N=C2CCCCC2=C1C(CO)C1CCCCC1 ([rac]-2-[2-(4-chloro-phenyl)-4,5,6,7-tetrahydro-2H-indazol-3-yl]-2-cyclohexyl-ethanol), COC(=O)C1(CC1)OC1=CC=C(C=C1)O (1-(4-hydroxy-phenoxy)-cyclopropanecarboxylic acid methyl ester), C(CCC)P(CCCC)CCCC (tri-n-butylphosphine), CN(C(=O)N=NC(=O)N(C)C)C (N,N,N′,N′-tetramethylazodicarboxamide). Solvent: C1CCOC1 (THF). The product is COC(=O)C1(CC1)OC1=CC=C(C=C1)OCC(C1CCCCC1)C=1N(N=C2CCCCC12)C1=CC=C(C=C1)Cl ([rac]-1-(4-{2-[2-(4-Chloro-phenyl)-4,5,6,7-tetrahydro-2H-indazol-3-yl]-2-cyclohexyl-ethoxy}-phenoxy)-cyclopropanecarboxylic acid methyl ester). RXN SMILES: [Cl:1][C:2]1[CH:7]=[CH:6][C:5]([N:8]2[C:16]([CH:17]([CH:20]3[CH2:25][CH2:24][CH2:23][CH2:22][CH2:21]3)[CH2:18][OH:19])=[C:15]3[C:10]([CH2:11][CH2:12][CH2:13][CH2:14]3)=[N:9]2)=[CH:4][CH:3]=1.[CH3:26][O:27][C:28]([C:30]1([O:33][C:34]2[CH:39]=[CH:38][C:37](O)=[CH:36][CH:35]=2)[CH2:32][CH2:31]1)=[O:29].C(P(CCCC)CCCC)CCC.CN(C)C(N=NC(N(C)C)=O)=O>C1COCC1>[CH3:26][O:27][C:28]([C:30]1([O:33][C:34]2[CH:39]=[CH:38][C:37]([O:19][CH2:18][CH:17]([C:16]3[N:8]([C:5]4[CH:6]=[CH:7][C:2]([Cl:1])=[CH:3][CH:4]=4)[N:9]=[C:10]4[C:15]=3[CH2:14][CH2:13][CH2:12][CH2:11]4)[CH:20]3[CH2:25][CH2:24][CH2:23][CH2:22][CH2:21]3)=[CH:36][CH:35]=2)[CH2:32][CH2:31]1)=[O:29]. Reported procedure: In analogy to the procedure described in example 29.2, [rac]-2-[2-(4-chloro-phenyl)-4,5,6,7-tetrahydro-2H-indazol-3-yl]-2-cyclohexyl-ethanol (example 37.1) was reacted with 1-(4-hydroxy-phenoxy)-cyclopropanecarboxylic acid methyl ester (Hazeldine, Stuart T.; Polin, Lisa; Kushner, Juiwanna; White, Kathryn; Corbett, Thomas H.; Horwitz, Jerome P. Bioorganic & Medicinal Chemistry (2005), 13(12), 3910-3920) in the presence of tri-n-butylphosphine and N,N,N′,N′-tetramethylazodicarboxamide in THF at am...